Dataset: the Open Reaction Database (ORD), a public repository of structured organic reaction records. Task: describe an organic reaction: reactants, conditions, products, and yield The reactants are CC(C)(C)OC(=O)CN1C(=O)C(=Cc2c[nH]c3ccccc23)c2nnc(-c3ccccc3)n2-c2ccccc21, CCO, CCOC(C)=O. Yields the product CC(C)(C)OC(=O)CN1C(=O)C(Cc2c[nH]c3ccccc23)c2nnc(-c3ccccc3)n2-c2ccccc21. Reaction SMILES: [C:1]([CH3:2])([CH3:3])([CH3:4])[O:5][C:6]([CH2:7][N:8]1[c:9]2[c:10]([cH:35][cH:36][cH:37][cH:38]2)-[n:11]2[c:12](-[c:29]3[cH:30][cH:31][cH:32][cH:33][cH:34]3)[n:13][n:14][c:15]2[C:16](=[CH:19][c:20]2[cH:21][nH:22][c:23]3[cH:24][cH:25][cH:26][cH:27][c:28]23)[C:17]1=[O:18])=[O:39].[CH3:40][CH2:41][OH:42].[CH3:43][CH2:44][O:45][C:46]([CH3:47])=[O:48]>>[C:1]([CH3:2])([CH3:3])([CH3:4])[O:5][C:6]([CH2:7][N:8]1[c:9]2[c:10]([cH:35][cH:36][cH:37][cH:38]2)-[n:11]2[c:12](-[c:29]3[cH:30][cH:31][cH:32][cH:33][cH:34]3)[n:13][n:14][c:15]2[CH:16]([CH2:19][c:20]2[cH:21][nH:22][c:23]3[cH:24][cH:25][cH:26][cH:27][c:28]23)[C:17]1=[O:18])=[O:39]. The reactants are resultant mixture, resultant mixture, CC1(CN(CC=C1OS(=O)(=O)C(F)(F)F)C(=O)OC(C)(C)C)C(=O)OC (3-methyl 1-tert-butyl 3-methyl-4-{[(trifluoromethyl)sulfonyl]oxy}-2,3-dihydropyridine-1,3(6H)-dicarboxylate), FC1=CC=C(C=C1)B(O)O (4-fluorophenylboronic acid), [Cl-].[Li+] (lithium chloride), C([O-])([O-])=O.[Na+].[Na+] (sodium carbonate). The reagents and catalysts are C=1C=CC(=CC1)/C=C/C(=O)/C=C/C2=CC=CC=C2.C=1C=CC(=CC1)/C=C/C(=O)/C=C/C2=CC=CC=C2.C=1C=CC(=CC1)/C=C/C(=O)/C=C/C2=CC=CC=C2.[Pd].[Pd] (tris(dibenzylideneacetone)dipalladium). Run in C(C)(=O)OCC (ethyl acetate), O (water), C(OC)COC (dimethoxyethane). The product is FC1=CC=C(C=C1)C=1C(CN(CC1)C(=O)OC(C)(C)C)(C(=O)OC)C (3-Methyl 1-tert-butyl 4-(4-fluorophenyl)-3-methyl-2,3-dihydropyridine-1,3(6H)-dicarboxylate). Isolated yield 79.7%. Reaction SMILES: [CH3:1][C:2]1([C:23]([O:25][CH3:26])=[O:24])[C:7](OS(C(F)(F)F)(=O)=O)=[CH:6][CH2:5][N:4]([C:16]([O:18][C:19]([CH3:22])([CH3:21])[CH3:20])=[O:17])[CH2:3]1.[F:27][C:28]1[CH:33]=[CH:32][C:31](B(O)O)=[CH:30][CH:29]=1.[Cl-].[Li+].C(=O)([O-])[O-].[Na+].[Na+]>C1C=CC(/C=C/C(/C=C/C2C=CC=CC=2)=O)=CC=1.C1C=CC(/C=C/C(/C=C/C2C=CC=CC=2)=O)=CC=1.C1C=CC(/C=C/C(/C=C/C2C=CC=CC=2)=O)=CC=1.[Pd].[Pd].C(OCC)(=O)C.O.C(COC)OC>[F:27][C:28]1[CH:33]=[CH:32][C:31]([C:7]2[C:2]([CH3:1])([C:23]([O:25][CH3:26])=[O:24])[CH2:3][N:4]([C:16]([O:18][C:19]([CH3:20])([CH3:21])[CH3:22])=[O:17])[CH2:5][CH:6]=2)=[CH:30][CH:29]=1 |f:2.3,4.5.6,7.8.9.10.11|. Procedure: To a dimethoxyethane solution (6.0 mL) of 3-methyl 1-tert-butyl 3-methyl-4-{[(trifluoromethyl)sulfonyl]oxy}-2,3-dihydropyridine-1,3(6H)-dicarboxylate (300 mg, 0.743 mmol) synthesized in Reference Synthesis Example 273, 4-fluorophenylboronic acid (347 mg, 2.14 mmol), tetrakis(triphenylphosphine)palladium (0) (102 mg, 0.0880 mmol), lithium chloride (321 mg, 7.57 mmol), and 2 M sodium carbonate aqueous solution (2.5 mL) were added and the resultant mixture was stirred at 90° C. for 3 hours. After c... Reaction SMILES: [CH3:1][C:2]1[CH:7]=[C:6]([CH3:8])[CH:5]=[CH:4][C:3]=1[N:9]1[CH2:14][CH2:13][N:12]([C:15]([C:17]2[CH:22]=[CH:21][C:20]([N:23]3[CH2:27][CH2:26][NH:25][C:24]3=[O:28])=[CH:19][CH:18]=2)=[O:16])[CH2:11][CH2:10]1.[CH3:29]I>>[CH3:1][C:2]1[CH:7]=[C:6]([CH3:8])[CH:5]=[CH:4][C:3]=1[N:9]1[CH2:14][CH2:13][N:12]([C:15]([C:17]2[CH:22]=[CH:21][C:20]([N:23]3[CH2:27][CH2:26][N:25]([CH3:29])[C:24]3=[O:28])=[CH:19][CH:18]=2)=[O:16])[CH2:11][CH2:10]1. Procedure: Using 1-{4-[4-(2,4-dimethylphenyl)piperazine-1-carbonyl]phenyl}imidazolidin-2-one (100 mg) described in Example 401 and methyl iodide (18 μL) and by the reaction and treatment in the same manner as in Example 36, the title compound (69 mg) was obtained. Starting materials: CC1=C(C=CC(=C1)C)N1CCN(CC1)C(=O)C1=CC=C(C=C1)N1C(NCC1)=O (1-{4-[4-(2,4-dimethylphenyl)piperazine-1-carbonyl]phenyl}imidazolidin-2-one), CI (methyl iodide). Yields the product CC1=C(C=CC(=C1)C)N1CCN(CC1)C(=O)C1=CC=C(C=C1)N1C(N(CC1)C)=O (1-{4-[4-(2,4-dimethylphenyl)piperazine-1-carbonyl]phenyl}-3-methylimidazolidin-2-one).